Task: describe an organic reaction: reactants, conditions, products, and yield. Dataset: the Open Reaction Database (ORD), a public repository of structured organic reaction records Reactants: CN1C(OC2=C1C=CC=C2OC2OCCCC2)=O (3-methyl-7-(tetrahydropyran-2-yloxy)-2(3H)-benzoxazolone), Cl (hydrochloric acid). Run in CO (methanol). Reaction conditions: time 30 minute. The product is OC1=CC=CC=2N(C(OC21)=O)C (7-hydroxy-3-methyl-2(3H)-benzoxazolone). The yield is 88.4%. RXN SMILES: [CH3:1][N:2]1[C:6]2[CH:7]=[CH:8][CH:9]=[C:10]([O:11]C3CCCCO3)[C:5]=2[O:4][C:3]1=[O:18].Cl>CO>[OH:11][C:10]1[C:5]2[O:4][C:3](=[O:18])[N:2]([CH3:1])[C:6]=2[CH:7]=[CH:8][CH:9]=1. Reported procedure: To a suspension of 3-methyl-7-(tetrahydropyran-2-yloxy)-2(3H)-benzoxazolone (280 mg) in methanol (2.3 ml) was added 1N hydrochloric acid (0.5 ml) at ambient temperature, and the mixture was stirred for 30 minutes. The reaction mixture was concentrated to ⅓ volume, and water was added thereto. The mixture was extracted with chloroform, and the extract was dried over magnesium sulfate and concentrated in vacuo. The residue was crystallized with diisopropyl ether to give 7-hydroxy-3-methyl-2(3H)-be... Reactants: N1=C(C=CC=C1)CN1N=CC2=CC(=CC=C12)NC1=NC=NC=2C=CC=C(C12)O (4-{[1-(pyridin-2-ylmethyl)-1H-indazol-5-yl]amino}quinazolin-5-ol), O[C@H](C(=O)OC)C (methyl (2S)-2-hydroxypropanoate), C1(=CC=CC=C1)P(C1=CC=CC=C1)C1=CC=CC=C1 (triphenylphosphine). The solvent is C(Cl)Cl (DCM). Reaction conditions: time 1 hour. Yields the product N1=C(C=CC=C1)CN1N=CC2=CC(=CC=C12)NC1=NC=NC2=CC=CC(=C12)O[C@@H](C(=O)OC)C (methyl (2R)-2-[(4-{[1-(pyridin-2-ylmethyl)-1H-indazol-5-yl]amino}quinazolin-5-yl)oxy]propanoate). Isolated yield 73.6%. Reaction SMILES: [N:1]1[CH:6]=[CH:5][CH:4]=[CH:3][C:2]=1[CH2:7][N:8]1[C:16]2[C:11](=[CH:12][C:13]([NH:17][C:18]3[C:27]4[C:26]([OH:28])=[CH:25][CH:24]=[CH:23][C:22]=4[N:21]=[CH:20][N:19]=3)=[CH:14][CH:15]=2)[CH:10]=[N:9]1.O[C@@H:30]([CH3:35])[C:31]([O:33][CH3:34])=[O:32].C1(P(C2C=CC=CC=2)C2C=CC=CC=2)C=CC=CC=1>C(Cl)Cl>[N:1]1[CH:6]=[CH:5][CH:4]=[CH:3][C:2]=1[CH2:7][N:8]1[C:16]2[C:11](=[CH:12][C:13]([NH:17][C:18]3[C:27]4[C:22](=[CH:23][CH:24]=[CH:25][C:26]=4[O:28][C@H:30]([CH3:35])[C:31]([O:33][CH3:34])=[O:32])[N:21]=[CH:20][N:19]=3)=[CH:14][CH:15]=2)[CH:10]=[N:9]1. Procedure: To a stirred partial solution of 4-{[1-(pyridin-2-ylmethyl)-1H-indazol-5-yl]amino}quinazolin-5-ol (870 mg, 2.36 mmol), methyl (2S)-2-hydroxypropanoate (368 mg, 3.54 mmol) and triphenylphosphine (927 mg, 3.54 mmol) in DCM (20 ml) was added DTAD (814 mg, 3.54 mmol). The mixture was stirred for 1 hour, becoming a clear solution. The solution was extracted with 2N aqueous hydrogen chloride, discarding the organic phase. The aqueous phase was basified with aqueous ammonia and extracted with DCM. The ... As a reaction SMILES: [CH2:32]([CH2:33][CH2:34][OH:35])[OH:36].[CH2:37]1[O:38][CH2:39][CH2:40][CH2:41]1.[NH2:20][c:21]1[n:22][c:23]2[c:24]([OH:31])[cH:25][cH:26][cH:27][c:28]2[cH:29][cH:30]1.[c:1]1([P:2]([c:3]2[cH:4][cH:5][cH:6][cH:7][cH:8]2)[c:9]2[cH:10][cH:11][cH:12][cH:13][cH:14]2)[cH:15][cH:16][cH:17][cH:18][cH:19]1>>[NH2:20][c:21]1[n:22][c:23]2[c:24]([O:31][CH2:32][CH2:33][CH2:34][OH:35])[cH:25][cH:26][cH:27][c:28]2[cH:29][cH:30]1. The reactants are OCCCO, C1CCOC1, Nc1ccc2cccc(O)c2n1, c1ccc(P(c2ccccc2)c2ccccc2)cc1. Product: Nc1ccc2cccc(OCCCO)c2n1. The reactants are CC1(CCC(C2=CC(=CC=C12)CC)(C)C)C (1,1,4,4-tetramethyl-6-ethyl-1,2,3,4-tetrahydronaphthalene), C(C)(=O)Cl (acetyl chloride), [Cl-].[Al+3].[Cl-].[Cl-] (aluminum chloride), CC1(CCC(C2=CC(=CC=C12)CC)(C)C)C (1,1,4,4-tetramethyl-6-ethyl-1,2,3,4-tetrahydronaphthalene), C(C)(C)CC(C)(C)C (isooctane). Product: CC1(CCC(C2=CC(=C(C=C12)C(C)=O)CC)(C)C)C (1,1,4,4-tetramethyl-6-ethyl-7-acetyl-1,2,3,4-tetrahydronaphthalene), CC1(CCC(C2=CC(=CC=C12)CC)(C)C)C (1,1,4,4-tetramethyl-6-ethyl-1,2,3,4-tetrahydronaphthalene). Isolated yield 89.0%. RXN SMILES: [CH3:1][C:2]1([CH3:16])[C:11]2[C:6](=[CH:7][C:8]([CH2:12][CH3:13])=[CH:9][CH:10]=2)[C:5]([CH3:15])([CH3:14])[CH2:4][CH2:3]1.C(Cl)(=[O:19])C.[Cl-].[Al+3].[Cl-].[Cl-].C(C[C:29]([CH3:32])(C)C)(C)C>>[CH3:14][C:5]1([CH3:15])[C:6]2[C:11](=[CH:10][C:9]([CH2:29][CH3:32])=[C:8]([C:12](=[O:19])[CH3:13])[CH:7]=2)[C:2]([CH3:16])([CH3:1])[CH2:3][CH2:4]1.[CH3:1][C:2]1([CH3:16])[C:11]2[C:6](=[CH:7][C:8]([CH2:12][CH3:13])=[CH:9][CH:10]=2)[C:5]([CH3:15])([CH3:14])[CH2:4][CH2:3]1 |f:2.3.4.5|. Procedure details: A solution of 1,1,4,4-tetramethyl-6-ethyl-1,2,3,4-tetrahydronaphthalene (528 grams) and acetyl chloride (234 grams) is added over a 31/2 hour period at 70° C. to a well stirred slurry of aluminum chloride (534 grams), 1,1,4,4-tetramethyl-6-ethyl-1,2,3,4-tetrahydronaphthalene (1200 grams) and isooctane (432 grams). The reaction is worked up as in Example I to afford 689 grams of 1,1,4,4-tetramethyl-6-ethyl-7-acetyl-1,2,3,4-tetrahydronaphthalene (89% based on consumed 1,1,4,4-tetramethyl-6-ethyl-1... The reactants are C1(=CC=CC=C1)C=1C(=NC=2N(C1)C=CN2)C2=CC=C(C=O)C=C2 (4-(6-phenylimidazo[1,2-a]pyrimidin-7-yl)benzaldehyde), C1CC(=O)N(C1=O)Br (NBS). Run in C(Cl)(Cl)Cl (chloroform). Product: BrC1=CN=C2N1C=C(C(=N2)C2=CC=C(C=O)C=C2)C2=CC=CC=C2 (4-(3-bromo-6-phenylimidazo[1,2-a]pyrimidin-7-yl)benzaldehyde). RXN SMILES: [C:1]1([C:7]2[C:8]([C:16]3[CH:23]=[CH:22][C:19]([CH:20]=[O:21])=[CH:18][CH:17]=3)=[N:9][C:10]3[N:11]([CH:13]=[CH:14][N:15]=3)[CH:12]=2)[CH:6]=[CH:5][CH:4]=[CH:3][CH:2]=1.C1C(=O)N([Br:31])C(=O)C1>C(Cl)(Cl)Cl>[Br:31][C:13]1[N:11]2[CH:12]=[C:7]([C:1]3[CH:6]=[CH:5][CH:4]=[CH:3][CH:2]=3)[C:8]([C:16]3[CH:17]=[CH:18][C:19]([CH:20]=[O:21])=[CH:22][CH:23]=3)=[N:9][C:10]2=[N:15][CH:14]=1. Procedure: 1.5 g 4-(6-phenylimidazo[1,2-a]pyrimidin-7-yl)benzaldehyde (prepared as described under example 1) and 0.9 g NBS are refluxed in 30 ml chloroform for 1 h. The solvent is removed by distillation and the crude product is purified by column chromatography (dichloromethane/methanol). Yield: 68.3%. Product: C(C)(C)(C)OC(NCCC(=O)N1CCC(CC1)C(NC1=CC(=CC(=C1)OC1=CC=C(C=C1)C#N)OC1=CC=C(C=C1)C#N)=O)=O ((3-{4-[3,5-Bis-(4-cyano-phenoxy)-phenylcarbamoyl]-piperidin-1-yl}-3-oxo-propyl)-carbamic Acid Tert-butyl Ester). Starting materials: C(#N)C1=CC=C(OC=2C=C(C=C(C2)OC2=CC=C(C=C2)C#N)NC(=O)C2CCNCC2)C=C1 (4-[3,5-bis-(4-cyano-phenoxy)-phenyl-carbamoyl]-piperidine), C(C)(C)(C)OC(=O)NCCC(=O)O (3-tert-butoxycarbonylamino-propionic acid). Reported procedure: Following the procedure of Example 9(e) 4-[3,5-bis-(4-cyano-phenoxy)-phenyl-carbamoyl]-piperidine 1.0 g (2.28 mmol) and 3-tert-butoxycarbonylamino-propionic acid (0.431 g, 2.28 mmol) were used to afford 0.95 g of the required product. 114 NMR (DMSO-d6): δ 1.4 (9H, s), 1.42 (4H, m), 2.31 (3H, m), 1.8 (2H, t), 2.81 (2H, m), 3.15 (1H, m), 3.7 (1H, m), 6.76 (1H, s), 7.26 (6H, m), 7.86 (4H, d), 10.01 (1H, s). RXN SMILES: [C:1]([C:3]1[CH:33]=[CH:32][C:6]([O:7][C:8]2[CH:9]=[C:10]([NH:23][C:24]([CH:26]3[CH2:31][CH2:30][NH:29][CH2:28][CH2:27]3)=[O:25])[CH:11]=[C:12]([O:14][C:15]3[CH:20]=[CH:19][C:18]([C:21]#[N:22])=[CH:17][CH:16]=3)[CH:13]=2)=[CH:5][CH:4]=1)#[N:2].[C:34]([O:38][C:39]([NH:41][CH2:42][CH2:43][C:44](O)=[O:45])=[O:40])([CH3:37])([CH3:36])[CH3:35]>>[C:34]([O:38][C:39](=[O:40])[NH:41][CH2:42][CH2:43][C:44]([N:29]1[CH2:28][CH2:27][CH:26]([C:24](=[O:25])[NH:23][C:10]2[CH:11]=[C:12]([O:14][C:15]3[CH:16]=[CH:17][C:18]([C:21]#[N:22])=[CH:19][CH:20]=3)[CH:13]=[C:8]([O:7][C:6]3[CH:5]=[CH:4][C:3]([C:1]#[N:2])=[CH:33][CH:32]=3)[CH:9]=2)[CH2:31][CH2:30]1)=[O:45])([CH3:37])([CH3:35])[CH3:36]. Starting materials: BrC1=CC(NC=C1)=O (4-bromopyridin-2(1H)-one), BrC(C(=O)OC(C)(C)C)C (tert-butyl 2-bromopropanoate). The product is BrC1=CC(N(C=C1)C(C(=O)OC(C)(C)C)C)=O (tert-Butyl 2-(4-bromo-2-oxopyridin-1(2H)-yl)propanoate). Reaction SMILES: [Br:1][C:2]1[CH:7]=[CH:6][NH:5][C:4](=[O:8])[CH:3]=1.Br[CH:10]([CH3:18])[C:11]([O:13][C:14]([CH3:17])([CH3:16])[CH3:15])=[O:12]>>[Br:1][C:2]1[CH:7]=[CH:6][N:5]([CH:10]([CH3:18])[C:11]([O:13][C:14]([CH3:17])([CH3:16])[CH3:15])=[O:12])[C:4](=[O:8])[CH:3]=1. Procedure details: 6.0 g (34.5 mmol) of 4-bromopyridin-2(1H)-one and 7.9 g (37.9 mmol) of tert-butyl 2-bromopropanoate (racemate) were reacted according to General Method 4B. After removal of the DMF, the desired product was precipitated with water and then purified further by flash chromatography (silica gel 60, mobile phase: cyclohexane/ethyl acetate mixtures). Yield: 7.4 g (69% of theory) The reactants are CCOC(C)=O, CO, CNc1nc2ccc(Oc3cc(Cl)c(CC(=O)OC)cc3OC)c([N+](=O)[O-])c2s1. Yields the product CNc1nc2ccc(Oc3cc(Cl)c(CC(=O)OC)cc3OC)c(N)c2s1. As a reaction SMILES: [CH3:30][CH2:31][O:32][C:33](=[O:34])[CH3:35].[CH3:36][OH:37].[Cl:1][c:2]1[c:3]([CH2:25][C:26](=[O:27])[O:28][CH3:29])[cH:4][c:5]([O:23][CH3:24])[c:6]([O:8][c:9]2[c:10]([N+:20]([O-:21])=[O:22])[c:11]3[c:12]([n:13][c:14]([NH:16][CH3:17])[s:15]3)[cH:18][cH:19]2)[cH:7]1>>[Cl:1][c:2]1[c:3]([CH2:25][C:26](=[O:27])[O:28][CH3:29])[cH:4][c:5]([O:23][CH3:24])[c:6]([O:8][c:9]2[c:10]([NH2:20])[c:11]3[c:12]([n:13][c:14]([NH:16][CH3:17])[s:15]3)[cH:18][cH:19]2)[cH:7]1. Starting materials: BrC1=NC(=CC=C1)SCCCC(=O)N (4-(2-bromopyrid-6-ylthio)butyramide), N (ammonia). Run in O (water). The product is NC1=NC(=CC=C1)SCCCC(=O)N (4-(2-aminopyrid-6-ylthio)butyramide). As a reaction SMILES: Br[C:2]1[CH:7]=[CH:6][CH:5]=[C:4]([S:8][CH2:9][CH2:10][CH2:11][C:12]([NH2:14])=[O:13])[N:3]=1.[NH3:15]>O>[NH2:15][C:2]1[CH:7]=[CH:6][CH:5]=[C:4]([S:8][CH2:9][CH2:10][CH2:11][C:12]([NH2:14])=[O:13])[N:3]=1. Procedure details: A mixture of 4-(2-bromopyrid-6-ylthio)butyramide (5 g.) and concentrated aqueous ammonia (25 ml.) was heated in a sealed tube at 180° for 24 hours. The mixture was cooled and diluted with water, and then extracted twice with EtOAc. The combined extracts were extracted twice with N aqueous HCl and the aqueous acid extracts were combined, basified with 10N aqueous NaOH, and extracted with EtOAc. The EtOAc extract was dried and evaporated to dryness to give 4-(2-aminopyrid-6-ylthio)butyramide. The reactants are O=C([O-])O, NS(=O)(=O)c1cc(C(=O)O)cc(S)c1Cc1ccccc1, CC(=O)O, C=Cc1ccncc1, [Na+], [Na+], [Na+], O=S([O-])S(=O)[O-]. Yields the product NS(=O)(=O)c1cc(C(=O)O)cc(SCCc2ccncc2)c1Cc1ccccc1. Reaction SMILES: [C:22](=[O:23])([O-:24])[OH:25].[CH2:1]([c:2]1[cH:3][cH:4][cH:5][cH:6][cH:7]1)[c:8]1[c:9]([SH:21])[cH:10][c:11]([C:12](=[O:13])[OH:14])[cH:15][c:16]1[S:17]([NH2:18])(=[O:19])=[O:20].[CH3:43][C:44](=[O:45])[OH:46].[CH:35](=[CH2:36])[c:37]1[cH:38][cH:39][n:40][cH:41][cH:42]1.[Na+:26].[Na+:33].[Na+:34].[S:27]([S:28]([O-:29])=[O:30])([O-:31])=[O:32]>>[CH2:1]([c:2]1[cH:3][cH:4][cH:5][cH:6][cH:7]1)[c:8]1[c:9]([S:21][CH2:36][CH2:35][c:37]2[cH:38][cH:39][n:40][cH:41][cH:42]2)[cH:10][c:11]([C:12](=[O:13])[OH:14])[cH:15][c:16]1[S:17]([NH2:18])(=[O:19])=[O:20].